The task is: describe an organic reaction: reactants, conditions, products, and yield. This data is from the Open Reaction Database (ORD), a public repository of structured organic reaction records. Starting materials: N1=C(C=CC=C1)OCCOC1=CC=C(N)C=C1 (4-[2-(Pyridin-2-yloxy)ethoxy]aniline), FC1=C(C=C(C(=O)O)C=C1)[N+](=O)[O-] (4-fluoro-3-nitrobenzoic acid). The solvent is C(C)O (ethanol). Product: [N+](=O)([O-])C=1C=C(C(=O)O)C=CC1NC1=CC=C(C=C1)OCCOC1=NC=CC=C1 (3-nitro-4-({4-[2-(pyridin-2-yloxy)ethoxy]phenyl}amino) benzoic acid). RXN SMILES: [N:1]1[CH:6]=[CH:5][CH:4]=[CH:3][C:2]=1[O:7][CH2:8][CH2:9][O:10][C:11]1[CH:17]=[CH:16][C:14]([NH2:15])=[CH:13][CH:12]=1.F[C:19]1[CH:27]=[CH:26][C:22]([C:23]([OH:25])=[O:24])=[CH:21][C:20]=1[N+:28]([O-:30])=[O:29]>C(O)C>[N+:28]([C:20]1[CH:21]=[C:22]([CH:26]=[CH:27][C:19]=1[NH:15][C:14]1[CH:13]=[CH:12][C:11]([O:10][CH2:9][CH2:8][O:7][C:2]2[CH:3]=[CH:4][CH:5]=[CH:6][N:1]=2)=[CH:17][CH:16]=1)[C:23]([OH:25])=[O:24])([O-:30])=[O:29]. Procedure: 4-[2-(Pyridin-2-yloxy)ethoxy]aniline (4.50 g, 19.50 mmol) and 4-fluoro-3-nitrobenzoic acid (3.60 g, 19.50 mmol) were dissolved in ethanol (100 mL) and refluxed under nitrogen for 18 h. The reaction mixture was filtered and washed with cold ethanol (×2) to give 3-nitro-4-({4-[2-(pyridin-2-yloxy)ethoxy]phenyl}amino) benzoic acid as a reddish orange solid. 1H NMR (d6-DMSO, 400 MHz): δ 9.77 (brs, 1H), 8.64 (d, J=2.4 Hz, 1H), 8.18 (ddd, J=5.2, 2.0, 0.8 Hz, 1H), 7.88 (dd, J=9.6, 2.0 Hz, 1H), 7.73 (ddd... The reactants are [Na+], [Na+], O=C([O-])[O-], CCCNC1CCc2c(O)cccc2C1, Cc1ccccc1S(=O)(=O)O, OCCc1cccs1. Yields the product CCCN(CCc1cccs1)C1CCc2c(O)cccc2C1. As a reaction SMILES: [Na+:35].[Na+:36].[O-:37][C:38](=[O:39])[O-:40].[OH:1][c:2]1[c:3]2[c:8]([cH:9][cH:10][cH:11]1)[CH2:7][CH:6]([NH:12][CH2:13][CH2:14][CH3:15])[CH2:5][CH2:4]2.[c:16]1([CH3:17])[c:18]([S:19]([OH:20])(=[O:21])=[O:22])[cH:23][cH:24][cH:25][cH:26]1.[s:27]1[c:28]([CH2:32][CH2:33][OH:34])[cH:29][cH:30][cH:31]1>>[OH:1][c:2]1[c:3]2[c:8]([cH:9][cH:10][cH:11]1)[CH2:7][CH:6]([N:12]([CH2:13][CH2:14][CH3:15])[CH2:33][CH2:32][c:28]1[s:27][cH:31][cH:30][cH:29]1)[CH2:5][CH2:4]2. The reactants are ClC1=C(C=CC=C1)C(C1=C(C=CC(=C1)Cl)N1C=NC=C1)=O (2',5-dichloro-2-(imidazol-1-yl)benzophenone), C=O (formaldehyde). The product is ClC1=C(C=CC=C1)C(C1=C(C=CC(=C1)Cl)N1C(=NC=C1)CO)=O (2',5-dichloro-2-[2-(hydroxymethyl)imidazol-1-yl]benzophenone). Reaction SMILES: [Cl:1][C:2]1[CH:7]=[CH:6][CH:5]=[CH:4][C:3]=1[C:8](=[O:21])[C:9]1[CH:14]=[C:13]([Cl:15])[CH:12]=[CH:11][C:10]=1[N:16]1[CH:20]=[CH:19][N:18]=[CH:17]1.[CH2:22]=[O:23]>>[Cl:1][C:2]1[CH:7]=[CH:6][CH:5]=[CH:4][C:3]=1[C:8](=[O:21])[C:9]1[CH:14]=[C:13]([Cl:15])[CH:12]=[CH:11][C:10]=1[N:16]1[CH:20]=[CH:19][N:18]=[C:17]1[CH2:22][OH:23]. Procedure details: In the manner given in Example 1, 3.16 g. of 2',5-dichloro-2-(imidazol-1-yl)benzophenone is heated in a bomb with 37% aqueous formaldehyde solution to give 2',5-dichloro-2-[2-(hydroxymethyl)imidazol-1-yl]benzophenone. Starting materials: Cl.COC=1C=C(C=CC1OC)CC(=N)N (2-(3,4-dimethoxyphenyl)ethanamidine hydrochloride), O.NN (hydrazine hydrate), C(C)(=O)NC(C(C(=O)OCC)=O)CC (ethyl 3-(acetylamino)-2-oxopentanoate). The product is COC=1C=C(CC2=NN=C(C(N2)=O)C(CC)NC(C)=O)C=CC1OC (N-{1-[3-(3,4-dimethoxybenzyl)-5-oxo-4,5-dihydro-1,2,4-triazin-6-yl]propyl}acetamide). RXN SMILES: Cl.[CH3:2][O:3][C:4]1[CH:5]=[C:6]([CH2:12][C:13]([NH2:15])=[NH:14])[CH:7]=[CH:8][C:9]=1[O:10][CH3:11].O.[NH2:17]N.[C:19]([NH:22][CH:23]([CH2:31][CH3:32])[C:24](=O)[C:25](OCC)=[O:26])(=[O:21])[CH3:20]>>[CH3:2][O:3][C:4]1[CH:5]=[C:6]([CH:7]=[CH:8][C:9]=1[O:10][CH3:11])[CH2:12][C:13]1[NH:15][C:25](=[O:26])[C:24]([CH:23]([NH:22][C:19](=[O:21])[CH3:20])[CH2:31][CH3:32])=[N:17][N:14]=1 |f:0.1,2.3|. Reported procedure: Analogously to Example 10A, 9.75 g (42.3 mmol) of 2-(3,4-dimethoxyphenyl)ethanamidine hydrochloride are reacted with 2.54 g (50.7 mmol) of hydrazine hydrate and 12.8 g (63.4 mmol) of ethyl 3-(acetylamino)-2-oxopentanoate to give N-{1-[3-(3,4-dimethoxybenzyl)-5-oxo-4,5-dihydro-1,2,4-triazin-6-yl]propyl}acetamide. The reactants are CCCCc1nc(C#N)c(C#N)n1Cc1ccc([N+](=O)[O-])cc1, CCO, O, O, Cl[Sn]Cl. Product: CCCCc1nc(C#N)c(C#N)n1Cc1ccc(N)cc1. RXN SMILES: [CH2:1]([CH2:2][CH2:3][CH3:4])[c:5]1[n:6]([CH2:14][c:15]2[cH:16][cH:17][c:18]([N+:21]([O-:22])=[O:23])[cH:19][cH:20]2)[c:7]([C:12]#[N:13])[c:8]([C:10]#[N:11])[n:9]1.[CH3:29][CH2:30][OH:31].[OH2:24].[OH2:25].[Sn:26]([Cl:27])[Cl:28]>>[CH2:1]([CH2:2][CH2:3][CH3:4])[c:5]1[n:6]([CH2:14][c:15]2[cH:16][cH:17][c:18]([NH2:21])[cH:19][cH:20]2)[c:7]([C:12]#[N:13])[c:8]([C:10]#[N:11])[n:9]1. Reactants: ClC1=C(C(=O)N[C@@H](CNC(CC2CCCCC2)=O)C(=O)O)C=CC(=C1)C(=O)NCC1=CC(=CC=C1)O (N-[2-chloro-4-[[[(3-hydroxyphenyl)methyl]amino]carbonyl]benzoyl]-3-(cyclohexylacetyl)amino-L-alanine), ClC1=C(C(=O)N[C@@H](CNC(CC2=CC(=CC=C2)C(F)(F)F)=O)C(=O)O)C=CC(=C1)C(=O)NCC1=CC(=CC=C1)O (N-[2-chloro-4-[[[(3-hydroxyphenyl)methyl]amino]carbonyl]benzoyl]-3-(3-trifluoromethylphenylacetyl)amino-L-alanine), ClC1=C(C(=O)N[C@@H](CNC(CC2C3=CC=CC=C3C=3C=CC=CC23)=O)C(=O)O)C=CC(=C1)C(=O)NCC1=CC(=CC=C1)O (N-[2-chloro-4-[[[(3-hydroxyphenyl)methyl]amino]carbonyl]benzoyl]-3-(9H-fluoren-9-ylacetyl)amino-L-alanine), ClC1=C(C(=O)N[C@@H](CNC(CC2=CC=C(C=C2)[N+](=O)[O-])=O)C(=O)O)C=CC(=C1)C(=O)NCC1=CC(=CC=C1)O (N-[2-chloro-4-[[[(3-hydroxyphenyl)methyl]amino]carbonyl]benzoyl]-3-(4-nitrophenylacetyl)amino-L-alanine), ClC1=C(C(=O)N[C@@H](CNC(CC=2C=NC=CC2)=O)C(=O)O)C=CC(=C1)C(=O)NCC1=CC(=CC=C1)O (N-[2-chloro-4-[[[(3-hydroxyphenyl)methyl]amino]carbonyl]benzoyl]-3-(3-pyridylacetyl)amino-L-alanine), S1C=[NH+]C2=C1C=CC=C2 (benzothiazol-3-ium), ClC1=C(C(=O)N[C@@H](CNC(CC2=CC3=CC=CC=C3C=C2)=O)C(=O)O)C=CC(=C1)C(=O)NCC1=CC(=CC=C1)O (N-[2-chloro-4-[[[(3-hydroxyphenyl)methyl]amino]carbonyl]benzoyl]-3-(2-naphthylacetyl)amino-L-alanine), ClC1=C(C(=O)N[C@@H](CNC(CC=2SC=CC2)=O)C(=O)O)C=CC(=C1)C(=O)NCC1=CC(=CC=C1)O (N-[2-chloro-4-[[[(3-hydroxyphenyl)methyl]amino]carbonyl]benzoyl]-3-(2-thienylacetyl)amino-L-alanine), ClC1=C(C(=O)N[C@@H](CNC(CC2=CC=CC=C2)=O)C(=O)O)C=CC(=C1)C(=O)NCC1=CC(=CC=C1)O (N-[2-chloro-4-[[[(3-hydroxyphenyl)methyl]amino]carbonyl]benzoyl]-3-(phenylacetyl)amino-L-alanine), ClC1=C(C(=O)N[C@@H](CNC(CC2=CC=C(C=C2)OC)=O)C(=O)O)C=CC(=C1)C(=O)NCC1=CC(=CC=C1)O (N-[2-chloro-4-[[[(3-hydroxyphenyl)methyl]amino]carbonyl]benzoyl]-3-(4-methoxyphenylacetyl)amino-L-alanine), [N+](=O)([O-])C=1C=C(C=C(C1)[N+](=O)[O-])CC(=O)NC[C@H](N)C(=O)O (3-(3,5-dinitrophenylacetyl)amino-L-alanine). The product is ClC1=C(C(=O)N[C@@H](CNC(CC2CCCC2)=O)C(=O)O)C=CC(=C1)C(=O)NCC1=CC(=CC=C1)O (N-[2-chloro-4-[[[(3-hydroxyphenyl)methyl]amino]carbonyl]benzoyl]-3-(cyclopentylacetyl)amino-L-alanine). RXN SMILES: [Cl:1][C:2]1[CH:25]=[C:24]([C:26]([NH:28][CH2:29][C:30]2[CH:35]=[CH:34][CH:33]=[C:32]([OH:36])[CH:31]=2)=[O:27])[CH:23]=[CH:22][C:3]=1[C:4]([NH:6][C@H:7]([C:19]([OH:21])=[O:20])[CH2:8][NH:9][C:10](=[O:18])[CH2:11][CH:12]1[CH2:17][CH2:16][CH2:15]C[CH2:13]1)=[O:5].ClC1C=C(C(NCC2C=CC=C(O)C=2)=O)C=CC=1C(N[C@H](C(O)=O)CNC(=O)CC1C=CC=CC=1)=O.ClC1C=C(C(NCC2C=CC=C(O)C=2)=O)C=CC=1C(N[C@H](C(O)=O)CNC(=O)CC1C=CC(OC)=CC=1)=O.ClC1C=C(C(NCC2C=CC=C(O)C=2)=O)C=CC=1C(N[C@H](C(O)=O)CNC(=O)CC1C=CC([N+]([O-])=O)=CC=1)=O.ClC1C=C(C(NCC2C=CC=C(O)C=2)=O)C=CC=1C(N[C@H](C(O)=O)CNC(=O)CC1C=CC=C(C(F)(F)F)C=1)=O.[N+](C1C=C(CC(NC[C@@H](C(O)=O)N)=O)C=C([N+]([O-])=O)C=1)([O-])=O.ClC1C=C(C(NCC2C=CC=C(O)C=2)=O)C=CC=1C(N[C@H](C(O)=O)CNC(=O)CC1SC=CC=1)=O.ClC1C=C(C(NCC2C=CC=C(O)C=2)=O)C=CC=1C(N[C@H](C(O)=O)CNC(=O)CC1C=NC=CC=1)=O.ClC1C=C(C(NCC2C=CC=C(O)C=2)=O)C=CC=1C(N[C@H](C(O)=O)CNC(=O)CC1C=CC2C(=CC=CC=2)C=1)=O.ClC1C=C(C(NCC2C=CC=C(O)C=2)=O)C=CC=1C(N[C@H](C(O)=O)CNC(=O)CC1C2C=CC=CC=2C2C1=CC=CC=2)=O.S1C2C=CC=CC=2[NH+]=C1>>[Cl:1][C:2]1[CH:25]=[C:24]([C:26]([NH:28][CH2:29][C:30]2[CH:35]=[CH:34][CH:33]=[C:32]([OH:36])[CH:31]=2)=[O:27])[CH:23]=[CH:22][C:3]=1[C:4]([NH:6][C@H:7]([C:19]([OH:21])=[O:20])[CH2:8][NH:9][C:10](=[O:18])[CH2:11][CH:12]1[CH2:13][CH2:15][CH2:16][CH2:17]1)=[O:5]. Reported procedure: N-[2-chloro-4-[[[(3-hydroxyphenyl)methyl]amino]carbonyl]benzoyl]-3-(cyclohexylacetyl)amino-L-alanine; N-[2-chloro-4-[[[(3-hydroxyphenyl)methyl]amino]carbonyl]benzoyl]-3-(phenylacetyl)amino-L-alanine; N-[2-chloro-4-[[[(3-hydroxyphenyl)methyl]amino]carbonyl]benzoyl]-3-(4-methoxyphenylacetyl)amino-L-alanine; N-[2-chloro-4-[[[(3-hydroxyphenyl)methyl]amino]carbonyl]benzoyl]-3-(4-nitrophenylacetyl)amino-L-alanine; N-[2-chloro-4-[[[(3-hydroxyphenyl)methyl]amino]carbonyl]benzoyl]-3-(3-trifluoromethylphe...